From a dataset of the Open Reaction Database (ORD), a public repository of structured organic reaction records. describe an organic reaction: reactants, conditions, products, and yield Starting materials: [BH4-].[Na+] (Sodium borohydride), C1(=CC=CC=C1)C(N1C=NC(=C1)CCCC=O)(C1=CC=CC=C1)C1=CC=CC=C1 (4-[1-(Triphenylmethyl)imidazol-4-yl]butan-1-al), C(C)OCC (diethyl ether). Run in CO.ClCCl (methanol dichloromethane), C(C)O (ethanol). Run at time 4 hour. The product is C1(=CC=CC=C1)C(N1C=NC(=C1)CCCCO)(C1=CC=CC=C1)C1=CC=CC=C1 (4-[1-(Triphenylmethyl)imidazol-4-yl]butan-1-ol). Yield: 57.6%. Reaction SMILES: [C:1]1([C:7]([C:24]2[CH:29]=[CH:28][CH:27]=[CH:26][CH:25]=2)([C:18]2[CH:23]=[CH:22][CH:21]=[CH:20][CH:19]=2)[N:8]2[CH:12]=[C:11]([CH2:13][CH2:14][CH2:15][CH:16]=[O:17])[N:10]=[CH:9]2)[CH:6]=[CH:5][CH:4]=[CH:3][CH:2]=1.[BH4-].[Na+].C(OCC)C>C(O)C.CO.ClCCl>[C:24]1([C:7]([C:1]2[CH:2]=[CH:3][CH:4]=[CH:5][CH:6]=2)([C:18]2[CH:19]=[CH:20][CH:21]=[CH:22][CH:23]=2)[N:8]2[CH:12]=[C:11]([CH2:13][CH2:14][CH2:15][CH2:16][OH:17])[N:10]=[CH:9]2)[CH:29]=[CH:28][CH:27]=[CH:26][CH:25]=1 |f:1.2,5.6|. Procedure details: A solution of the product from step c (16.1 g, 42.4 mmol) in ethanol (300 ml) was cooled under an atmosphere of argon to 0° C. Sodium borohydride (1.57 g, 42.4 mmol) was added, the mixture stirred for 4 h and carefully quenched with saturated ammonium chloride. The mixture was extracted with dichloromethane (3×100 ml). The combined extracts were dried over magnesium sulfate, filtered and evaporated to give a white solid, which was dissolved in a 5% methanol/dichloromethane and preciptated with d... The reactants are CCN=C=NCCCN(C)C, CN(C)C=O, Cl, Cn1ncc(C=CC(=O)O)c1-c1ccc(F)cc1, CCOC(=O)Cc1ccc(N)cc1, O, O, On1nnc2ccccc21. Product: CCOC(=O)Cc1ccc(NC(=O)C=Cc2cnn(C)c2-c2ccc(F)cc2)cc1. As a reaction SMILES: [CH2:44]([N:45]=[C:46]=[N:47][CH2:48][CH2:49][CH2:50][N:51]([CH3:52])[CH3:53])[CH3:54].[CH3:56][N:57]([CH3:58])[CH:59]=[O:60].[ClH:43].[F:14][c:15]1[cH:16][cH:17][c:18](-[c:21]2[c:22]([CH:27]=[CH:28][C:29](=[O:30])[OH:31])[cH:23][n:24][n:25]2[CH3:26])[cH:19][cH:20]1.[NH2:1][c:2]1[cH:3][cH:4][c:5]([CH2:8][C:9](=[O:10])[O:11][CH2:12][CH3:13])[cH:6][cH:7]1.[OH2:32].[OH2:55].[OH:33][n:34]1[c:35]2[cH:36][cH:37][cH:38][cH:39][c:40]2[n:41][n:42]1>>[NH:1]([c:2]1[cH:3][cH:4][c:5]([CH2:8][C:9](=[O:10])[O:11][CH2:12][CH3:13])[cH:6][cH:7]1)[C:29]([CH:28]=[CH:27][c:22]1[c:21](-[c:18]2[cH:17][cH:16][c:15]([F:14])[cH:20][cH:19]2)[n:25]([CH3:26])[n:24][cH:23]1)=[O:30]. Starting materials: CON=C1COC=2N=NC=CC21 (furo[2,3-c]pyridazin-5(6H)-one O-methyl oxime). Run at time 1 hour. Reagents/catalysts: [Pd] (Pd/C). The solvent is N (NH3), CO (MeOH). RXN SMILES: CO[N:3]=[C:4]1[C:12]2[CH:11]=[CH:10][N:9]=[N:8][C:7]=2[O:6][CH2:5]1>N.CO.[Pd]>[N:8]1[C:7]2[O:6][CH2:5][CH:4]([NH2:3])[C:12]=2[CH:11]=[CH:10][N:9]=1. The product is N1=NC=CC2=C1OCC2N (5,6-dihydrofuro[2,3-c]pyridazin-5-amine). Procedure: To a solution of furo[2,3-c]pyridazin-5(6H)-one O-methyl oxime (1.35 mmol) in 10 mL 7N NH3 in MeOH was added Pd/C (50 mg) and the reaction mixture was stirred under a H2 atmosphere for 1 h. The mixture was then filtered over Celite, washed with 20 mL MeOH and concentrated in vacuo to give the title compound as dark red oil; Reactants: OBO, COCCOC, FC(F)(F)c1ncc(NCC2CCOCC2)nc1Cl, OB(O)c1cc(F)ncc1Cl, [Na+], [Na+], O=C([O-])[O-]. Yields the product Fc1cc(-c2nc(NCC3CCOCC3)cnc2C(F)(F)F)c(Cl)cn1. RXN SMILES: [BH:37]([OH:38])[OH:39].[CH3:40][O:41][CH2:42][CH2:43][O:44][CH3:45].[Cl:1][c:2]1[c:3]([C:16]([F:17])([F:18])[F:19])[n:4][cH:5][c:6]([NH:8][CH2:9][CH:10]2[CH2:11][CH2:12][O:13][CH2:14][CH2:15]2)[n:7]1.[Cl:20][c:21]1[c:22]([B:28]([OH:29])[OH:30])[cH:23][c:24]([F:27])[n:25][cH:26]1.[Na+:31].[Na+:32].[O-:33][C:34](=[O:35])[O-:36]>>[c:2]1(-[c:22]2[c:21]([Cl:20])[cH:26][n:25][c:24]([F:27])[cH:23]2)[c:3]([C:16]([F:17])([F:18])[F:19])[n:4][cH:5][c:6]([NH:8][CH2:9][CH:10]2[CH2:11][CH2:12][O:13][CH2:14][CH2:15]2)[n:7]1.